Dataset: the Open Reaction Database (ORD), a public repository of structured organic reaction records. Task: describe an organic reaction: reactants, conditions, products, and yield Starting materials: CN(N)c1ccccc1, O=C1CCNC(=O)C1, O. The product is CN(NC1=CC(=O)NCC1)c1ccccc1. RXN SMILES: [CH3:1][N:2]([NH2:3])[c:4]1[cH:5][cH:6][cH:7][cH:8][cH:9]1.[NH:10]1[C:11](=[O:17])[CH2:12][C:13](=[O:16])[CH2:14][CH2:15]1.[OH2:18]>>[CH3:1][N:2]([NH:3][C:13]1=[CH:12][C:11](=[O:17])[NH:10][CH2:15][CH2:14]1)[c:4]1[cH:5][cH:6][cH:7][cH:8][cH:9]1. Reactants: Cl, Cl, O=C(O)C=Cc1ccc(F)cc1, NC1CN2CCC1CC2. Yields the product O=C(C=Cc1ccc(F)cc1)NC1CN2CCC1CC2. Reaction SMILES: [ClH:1].[ClH:2].[F:12][c:13]1[cH:14][cH:15][c:16]([CH:19]=[CH:20][C:21](=[O:22])[OH:23])[cH:17][cH:18]1.[N:3]12[CH2:4][CH:5]([NH2:11])[CH:6]([CH2:7][CH2:8]1)[CH2:9][CH2:10]2>>[N:3]12[CH2:4][CH:5]([NH:11][C:21]([CH:20]=[CH:19][c:16]3[cH:15][cH:14][c:13]([F:12])[cH:18][cH:17]3)=[O:22])[CH:6]([CH2:7][CH2:8]1)[CH2:9][CH2:10]2. Reactants: [BH3-]C#N, CC(=O)O, CO, Cn1c(Nc2cc(C(F)(F)F)ccc2F)nc2cc(Oc3ccnc(NC(=O)CCC4CCNCC4)c3)ccc21, [Na+]. Yields the product CN1CCC(CCC(=O)Nc2cc(Oc3ccc4c(c3)nc(Nc3cc(C(F)(F)F)ccc3F)n4C)ccn2)CC1. As a reaction SMILES: [C:45]([BH3-:46])#[N:47].[CH3:41][C:42](=[O:43])[OH:44].[CH3:49][OH:50].[F:1][c:2]1[c:3]([NH:12][c:13]2[n:14][c:15]3[c:16]([n:17]2[CH3:18])[cH:19][cH:20][c:21]([O:23][c:24]2[cH:25][c:26]([NH:30][C:31]([CH2:32][CH2:33][CH:34]4[CH2:35][CH2:36][NH:37][CH2:38][CH2:39]4)=[O:40])[n:27][cH:28][cH:29]2)[cH:22]3)[cH:4][c:5]([C:8]([F:9])([F:10])[F:11])[cH:6][cH:7]1.[Na+:48]>>[F:1][c:2]1[c:3]([NH:12][c:13]2[n:14][c:15]3[c:16]([n:17]2[CH3:18])[cH:19][cH:20][c:21]([O:23][c:24]2[cH:25][c:26]([NH:30][C:31]([CH2:32][CH2:33][CH:34]4[CH2:35][CH2:36][N:37]([CH3:41])[CH2:38][CH2:39]4)=[O:40])[n:27][cH:28][cH:29]2)[cH:22]3)[cH:4][c:5]([C:8]([F:9])([F:10])[F:11])[cH:6][cH:7]1. Reactants: CC(C)(C)OC(=O)N1CC(=O)C1, C1CCOC1, CCc1nc2ccccc2n1-c1nc(N2CCOCC2)c2nc(CP(=O)(OC)OC)sc2n1, [Li]CCCC, CC(C)NC(C)C. Product: CCc1nc2ccccc2n1-c1nc(N2CCOCC2)c2nc(C=C3CN(C(=O)OC(C)(C)C)C3)sc2n1. Reaction SMILES: [C:46]([CH3:47])([CH3:48])([CH3:49])[O:50][C:51](=[O:52])[N:53]1[CH2:54][C:55](=[O:57])[CH2:56]1.[CH2:58]1[O:59][CH2:60][CH2:61][CH2:62]1.[CH3:13][O:14][P:15](=[O:16])([O:17][CH3:18])[CH2:19][c:20]1[s:21][c:22]2[n:23][c:24](-[n:35]3[c:36]([CH2:44][CH3:45])[n:37][c:38]4[c:39]3[cH:40][cH:41][cH:42][cH:43]4)[n:25][c:26]([N:29]3[CH2:30][CH2:31][O:32][CH2:33][CH2:34]3)[c:27]2[n:28]1.[CH3:8][CH2:9][CH2:10][CH2:11][Li:12].[CH:1]([NH:2][CH:3]([CH3:4])[CH3:5])([CH3:6])[CH3:7]>>[CH:19]([c:20]1[s:21][c:22]2[n:23][c:24](-[n:35]3[c:36]([CH2:44][CH3:45])[n:37][c:38]4[c:39]3[cH:40][cH:41][cH:42][cH:43]4)[n:25][c:26]([N:29]3[CH2:30][CH2:31][O:32][CH2:33][CH2:34]3)[c:27]2[n:28]1)=[C:55]1[CH2:54][N:53]([C:51]([O:50][C:46]([CH3:47])([CH3:48])[CH3:49])=[O:52])[CH2:56]1. The product is OC=1C=C(C(=O)NC=2SC(=C(N2)C2=CC=C(C=C2)O)C)C=C(C1O)O (3,4,5-trihydroxy-N-[4-(4-hydroxy-phenyl)-5-methyl-thiazol-2-yl]-benzamide). The yield is 60.5%. RXN SMILES: C[O:2][C:3]1[CH:4]=[C:5]([CH:23]=[C:24]([O:28]C)[C:25]=1[O:26]C)[C:6]([NH:8][C:9]1[S:10][C:11]([CH3:22])=[C:12]([C:14]2[CH:19]=[CH:18][C:17]([O:20]C)=[CH:16][CH:15]=2)[N:13]=1)=[O:7].B(Br)(Br)Br>>[OH:2][C:3]1[CH:4]=[C:5]([CH:23]=[C:24]([OH:28])[C:25]=1[OH:26])[C:6]([NH:8][C:9]1[S:10][C:11]([CH3:22])=[C:12]([C:14]2[CH:19]=[CH:18][C:17]([OH:20])=[CH:16][CH:15]=2)[N:13]=1)=[O:7]. Starting materials: COC=1C=C(C(=O)NC=2SC(=C(N2)C2=CC=C(C=C2)OC)C)C=C(C1OC)OC (3,4,5-trimethoxy-N-[4-(4-methoxy-phenyl)-5-methyl-thiazol-2-yl]-benzamide), B(Br)(Br)Br (boron tribromide). Reported procedure: A procedure similar to that in Example 7 was used. 3,4,5-trimethoxy-N-[4-(4-methoxy-phenyl)-5-methyl-thiazol-2-yl]-benzamide prepared in Example 53 and boron tribromide were used as starting materials. The obtained crude product was recrystallized with acetone to give a product as a white solid in a yield of 60.5%, mp: 262-263 └. 1H-NMR (DMSO-d6, 400 MHz) δ: 2.36 (3H, s, CH3), 6.76 (2H, d, J=8.80 Hz, ArH), 7.02 (2H, s, ArH), 7.41 (2H, d, J=8.80 Hz, ArH), 9.10 (2H, br, OH), 9.50 (1H, br, OH), 12....